Dataset: the Open Reaction Database (ORD), a public repository of structured organic reaction records. Task: describe an organic reaction: reactants, conditions, products, and yield Starting materials: C(CCC)(=O)O (butyric acid), ClCC(=O)OC(CCl)=O (monochloroacetic anhydride), C1=CC=CC2=CC=CC=C12 (naphthalene). Run in ClCC(Cl)(Cl)Cl (tetrachloroethane). Reaction conditions: temperature 115 celsius, time 8 hour. Product: C(CCC)(=O)C1=CC=CC2=CC=CC=C12 (butyrylnaphthalene). Yield: 43.0%. Reaction SMILES: [C:1](O)(=[O:5])[CH2:2][CH2:3][CH3:4].ClCC(OC(=O)CCl)=O.[CH:16]1[C:25]2[C:20](=[CH:21][CH:22]=[CH:23][CH:24]=2)[CH:19]=[CH:18][CH:17]=1>ClCC(Cl)(Cl)Cl>[C:1]([C:24]1[C:25]2[C:20](=[CH:19][CH:18]=[CH:17][CH:16]=2)[CH:21]=[CH:22][CH:23]=1)(=[O:5])[CH2:2][CH2:3][CH3:4]. Procedure details: In 50 ml of tetrachloroethane were dissolved 4.41 g (0.05 mole) of butyric acid and 9.83 g (0.0575 mole) of monochloroacetic anhydride. To the resulting solution were added 7.69 g (0.06 mole) of naphthalene and 0.9 g of boron trifluoride-diethyl ether complex and the resulting mixture was then stirred at 115° C. for 8 hours. After completion of the reaction, the reaction solution was cooled and washed successively with water, 5% aqueous sodium carbonate solution and water. The organic layer was ... Starting materials: CC(C)(C)Oc1cscc1Br, [Li]C(C)(C)C, CON(C)C(=O)C=C(C)C. Yields the product CC(C)=CC(=O)c1cscc1OC(C)(C)C. RXN SMILES: [Br:6][c:7]1[c:8]([O:12][C:13]([CH3:14])([CH3:15])[CH3:16])[cH:9][s:10][cH:11]1.[C:1]([Li:2])([CH3:3])([CH3:4])[CH3:5].[CH3:17][O:18][N:19]([C:20]([CH:21]=[C:22]([CH3:23])[CH3:24])=[O:25])[CH3:26]>>[c:7]1([C:20]([CH:21]=[C:22]([CH3:23])[CH3:24])=[O:25])[c:8]([O:12][C:13]([CH3:14])([CH3:15])[CH3:16])[cH:9][s:10][cH:11]1. Starting materials: O (water), C([O-])([O-])=O.[K+].[K+] (potassium carbonate), OC=1C(=NC=CC1)OCC(=O)OC (3-hydroxy-2-(methoxycarbonyl)methoxypyridine), FC1=C(C=C(C(=C1)[N+](=O)[O-])F)NC(C)=O (N-(2,5-difluoro-4-nitrophenyl)acetamide). Solvent: CN(C=O)C (N,N-dimethylformamide). Conditions: temperature 65 celsius, time 2 hour. Yields the product FC1=C(C=C(C(=C1)[N+](=O)[O-])OC=1C(=NC=CC1)OCC(=O)OC)NC(C)=O (N-[2-fluoro-5-{2-(methoxycarbonyl)methoxy-3-pyridyloxy}-4-nitrophenyl]acetamide). Yield: 70.9%. RXN SMILES: C(=O)([O-])[O-].[K+].[K+].[OH:7][C:8]1[C:9]([O:14][CH2:15][C:16]([O:18][CH3:19])=[O:17])=[N:10][CH:11]=[CH:12][CH:13]=1.[F:20][C:21]1[CH:26]=[C:25]([N+:27]([O-:29])=[O:28])[C:24](F)=[CH:23][C:22]=1[NH:31][C:32](=[O:34])[CH3:33].O>CN(C)C=O>[F:20][C:21]1[CH:26]=[C:25]([N+:27]([O-:29])=[O:28])[C:24]([O:7][C:8]2[C:9]([O:14][CH2:15][C:16]([O:18][CH3:19])=[O:17])=[N:10][CH:11]=[CH:12][CH:13]=2)=[CH:23][C:22]=1[NH:31][C:32](=[O:34])[CH3:33] |f:0.1.2|. Procedure details: 2.08 g of potassium carbonate was added to a solution of 3.0 g of 3-hydroxy-2-(methoxycarbonyl)methoxypyridine and 2.95 g of N-(2,5-difluoro-4-nitrophenyl)acetamide in 40 ml of N,N-dimethylformamide. The mixture was stirred for 2 hours at temperature from 60 to 70° C. Then, the mixture was cooled to room temperature, poured into water, extracted with ethyl acetate. The organic layer was washed with saturated saline, dried over magnesium sulfate, and concentrated to obtain crude crystal. The crud... The reactants are P(=O)(O)(O)OC1=CC=CC=C1 (phenol phosphate), COC(=O)NC1=NC2=CC=CC=C2N1 (carbendazine), ClC1=C(C=CC(=C1)Cl)C1(OCC(O1)CCC)CN1N=CN=C1 (1-[2-(2,4-dichlorophenyl)-4-propyl-1,3-dioxolan-2-ylmethyl]-1H-1,2,4-triazole), silicone. Solvent: O (water). Product: CCCC1COC(O1)(CN2C=NC=N2)C=3C=CC(=CC3Cl)Cl.COC(=O)NC=1NC=2C=CC=CC2N1 (Propiconazole Carbendazim). As a reaction SMILES: P(OC1C=CC=CC=1)(O)(O)=O.[Cl:12][C:13]1[CH:18]=[C:17]([Cl:19])[CH:16]=[CH:15][C:14]=1[C:20]1([CH2:28][N:29]2[CH:33]=[N:32][CH:31]=[N:30]2)[O:24][CH:23]([CH2:25][CH2:26][CH3:27])[CH2:22][O:21]1.[CH3:34][O:35][C:36]([NH:38][C:39]1[NH:47][C:46]2[C:41](=[CH:42][CH:43]=[CH:44][CH:45]=2)[N:40]=1)=[O:37]>O>[CH3:27][CH2:26][CH2:25][CH:23]1[O:24][C:20]([C:14]2[CH:15]=[CH:16][C:17]([Cl:19])=[CH:18][C:13]=2[Cl:12])([CH2:28][N:29]2[N:30]=[CH:31][N:32]=[CH:33]2)[O:21][CH2:22]1.[CH3:34][O:35][C:36]([NH:38][C:39]1[NH:47][C:46]2[CH:45]=[CH:44][CH:43]=[CH:42][C:41]=2[N:40]=1)=[O:37] |f:4.5|. Procedure: The DMMCS is dissolved in water followed by the ethoxylated polyaryl phenol phosphate and propiconazole. Using a magnetic stirrer, the silicone antifoam, carbendazine and fumed silica are dispersed into the solution. The suspension is then wet-milled to produce a fine suspension with an average particle size of less than 2 microns. Reactants: C1=CC=C(C=C1)C=C(C2=NC3=CC=CC=C3C(=O)O2)C4=NC5=CC=CC=C5C(=O)O4 (2,2'-phenylethenilidene-bis(3,1-benzoxazine-4-one)), Example 21 ( b ), O([K])C(C)(C)C (KOC(CH3)3). Solvent: C1=CC=CC=C1 (benzene), C(Cl)(Cl)Cl (chloroform). Product: O=C(C(C(=O)NC1=C(C(=O)OC(C)(C)C)C=CC=C1)=CC1=CC=CC=C1)NC1=C(C(=O)OC(C)(C)C)C=CC=C1 (di-tertiary butyl 2,2'-[(1,3-dioxo-2-phenylmethylene-1,3-propanediyl)diimino]bisbenzoate). The yield is 59.0%. Reaction SMILES: [CH:1]1[CH:6]=[CH:5][C:4]([CH:7]=[C:8]([C:20]2[O:30][C:28](=[O:29])[C:27]3[C:22](=[CH:23][CH:24]=[CH:25][CH:26]=3)[N:21]=2)[C:9]2[O:19][C:17](=[O:18])[C:16]3[C:11](=[CH:12][CH:13]=[CH:14][CH:15]=3)[N:10]=2)=[CH:3][CH:2]=1.[O:31]([C:33]([CH3:36])([CH3:35])[CH3:34])[K]>C1C=CC=CC=1.C(Cl)(Cl)Cl>[O:19]=[C:9]([NH:10][C:11]1[CH:12]=[CH:13][CH:14]=[CH:15][C:16]=1[C:17]([O:31][C:33]([CH3:36])([CH3:35])[CH3:34])=[O:18])[C:8](=[CH:7][C:4]1[CH:3]=[CH:2][CH:1]=[CH:6][CH:5]=1)[C:20]([NH:21][C:22]1[CH:23]=[CH:24][CH:25]=[CH:26][C:27]=1[C:28]([O:31][C:33]([CH3:36])([CH3:35])[CH3:34])=[O:29])=[O:30]. Procedure: The compound 52 (1.0 g, 2.5 mmol) obtained in the same manner as in Example 21 (b) was dissolved in dry benzene (80 ml), treated with KOC(CH3)3 (684 mg, 6.1 mmol), and heated under reflux for 1 hour. After completion of the reaction, the solvent was evaporated and the residue was dried and suspended by adding a small amount of water under ice cooling. The aqueous layer was made neutral with 0.5N.HCl, and the residue was dissolved by adding chloroform. The mixed layer was removed to a separating ... Yields the product BrC=1C=C(C=CC1)NC1=NC=NC2=CC=C(C=C12)NC(C=CC(F)(F)F)=O (N-[4-[(3-bromophenyl)amino]-quinazolin-6-yl]4,4,4-trifluorobut-2-enamide). Reaction conditions: temperature 0 celsius. Isolated yield 34.8%. Reaction SMILES: Cl.CN(C)CCCN=C=NCC.[NH2:13][C:14]1[CH:15]=[C:16]2[C:21](=[CH:22][CH:23]=1)[N:20]=[CH:19][N:18]=[C:17]2[NH:24][C:25]1[CH:30]=[CH:29][CH:28]=[C:27]([Br:31])[CH:26]=1.[F:32][C:33]([F:40])([F:39])[CH:34]=[CH:35][C:36](O)=[O:37].O>C1COCC1.CN(C=O)C>[Br:31][C:27]1[CH:26]=[C:25]([NH:24][C:17]2[C:16]3[C:21](=[CH:22][CH:23]=[C:14]([NH:13][C:36](=[O:37])[CH:35]=[CH:34][C:33]([F:40])([F:39])[F:32])[CH:15]=3)[N:20]=[CH:19][N:18]=2)[CH:30]=[CH:29][CH:28]=1 |f:0.1,5.6|. Reported procedure: 1-(3-dimethylaminopropyl)-3-ethylcarbodiimide hydrochloride (192 mg, 1.0 mmol) was added to a solution of 6-amino-4[(3-bromophenyl)amino]quinazoline (158 mg, 0.5 mmol) and 4,4,4,-trifluorobut-2-enoic acid (153 mg, 1.1 mmol) in THF/DMF (4:1, 2.5 mL), stirred under nitrogen at 0° C. After 1 hour water (10 mL) was added and after 15 minutes the precipitate was collected by Buchner filtration. The residue was rinsed with water (2×5 mL) and ether (10 mL) and air dried. The solid was suspended in EtOA... Run in C1CCOC1.CN(C)C=O (THF DMF). Starting materials: O (water), Cl.CN(CCCN=C=NCC)C (1-(3-dimethylaminopropyl)-3-ethylcarbodiimide hydrochloride), NC=1C=C2C(=NC=NC2=CC1)NC1=CC(=CC=C1)Br (6-amino-4[(3-bromophenyl)amino]quinazoline), FC(C=CC(=O)O)(F)F (4,4,4,-trifluorobut-2-enoic acid).